Dataset: the Open Reaction Database (ORD), a public repository of structured organic reaction records. Task: describe an organic reaction: reactants, conditions, products, and yield The reactants are COc1ccc(-n2nc(NC(=O)N(C)C)cc2-c2ccc(OCc3ccccc3)cc2)cc1, C1CCOC1, CCO, O=C[O-], [NH4+], O. Product: COc1ccc(-n2nc(NC(=O)N(C)C)cc2-c2ccc(O)cc2)cc1. RXN SMILES: [CH2:1]([c:2]1[cH:3][cH:4][cH:5][cH:6][cH:7]1)[O:8][c:9]1[cH:10][cH:11][c:12](-[c:15]2[cH:16][c:17]([NH:28][C:29]([N:30]([CH3:31])[CH3:32])=[O:33])[n:18][n:19]2-[c:20]2[cH:21][cH:22][c:23]([O:26][CH3:27])[cH:24][cH:25]2)[cH:13][cH:14]1.[CH2:41]1[O:42][CH2:43][CH2:44][CH2:45]1.[CH3:38][CH2:39][OH:40].[CH:34]([O-:35])=[O:36].[NH4+:37].[OH2:46]>>[OH:8][c:9]1[cH:10][cH:11][c:12](-[c:15]2[cH:16][c:17]([NH:28][C:29]([N:30]([CH3:31])[CH3:32])=[O:33])[n:18][n:19]2-[c:20]2[cH:21][cH:22][c:23]([O:26][CH3:27])[cH:24][cH:25]2)[cH:13][cH:14]1. Reactants: CO (methanol), FC1=C(OC2=CC(=NC=C2)NC(=O)N2CCC(CC2)CN2CCCC2)C=CC(=C1)[N+](=O)[O-] (4-(Pyrrolidin-1-ylmethyl)piperidine-1-carboxylic acid [4-(2-fluoro-4-nitrophenoxy)pyridin-2-yl]amide). The reagents and catalysts are [C].[Pd] (palladium carbon). Run in O1CCCC1 (tetrahydrofuran). Conditions: time 10 hour. The product is crude product, NC1=CC(=C(OC2=CC(=NC=C2)NC(=O)N2CCC(CC2)CN2CCCC2)C=C1)F (4-(pyrrolidin-1-ylmethyl)piperidine-1-carboxylic acid [4-(4-amino-2-fluorophenoxy)pyridin-2-yl]amide). Yield: 99.9%. RXN SMILES: [F:1][C:2]1[CH:29]=[C:28]([N+:30]([O-])=O)[CH:27]=[CH:26][C:3]=1[O:4][C:5]1[CH:10]=[CH:9][N:8]=[C:7]([NH:11][C:12]([N:14]2[CH2:19][CH2:18][CH:17]([CH2:20][N:21]3[CH2:25][CH2:24][CH2:23][CH2:22]3)[CH2:16][CH2:15]2)=[O:13])[CH:6]=1.CO>O1CCCC1.[C].[Pd]>[NH2:30][C:28]1[CH:27]=[CH:26][C:3]([O:4][C:5]2[CH:10]=[CH:9][N:8]=[C:7]([NH:11][C:12]([N:14]3[CH2:19][CH2:18][CH:17]([CH2:20][N:21]4[CH2:22][CH2:23][CH2:24][CH2:25]4)[CH2:16][CH2:15]3)=[O:13])[CH:6]=2)=[C:2]([F:1])[CH:29]=1 |f:3.4|. Procedure: 4-(Pyrrolidin-1-ylmethyl)piperidine-1-carboxylic acid [4-(2-fluoro-4-nitrophenoxy)pyridin-2-yl]amide (290 mg) was dissolved in tetrahydrofuran (7 ml) and methanol (7 ml) under a nitrogen atmosphere, and then 10% palladium carbon (139 mg) was added, followed by stirring under a hydrogen atmosphere for 10 hrs. The reaction mixture was filtered to remove the catalyst, and the catalyst was washed with methanol. The filtrate was concentrated to give a residue, which was then purified by silica gel co... Reactants: NC1=CC=C(C=C1)N(C(C)=O)C (N-(4-aminophenyl)-N-methylacetamide), ClC=1N=C(C2=C(N1)N(C=C2)S(=O)(=O)C2=CC=C(C)C=C2)NC2=CC=C1C=NNC1=C2 (2-chloro-N-(1H-indazol-6-yl)-7-tosyl-7H-pyrrolo[2,3-d]pyrimidin-4-amine), NC1=CC=C(C=C1)N(C(C)=O)C (N-(4-aminophenyl)-N-methylacetamide), C[Si](C)(C)Cl (trimethylsilyl chloride). Run in C(CCC)O (butyl alcohol). Run at temperature 116 celsius, time 24 hour. Yields the product N1N=CC2=CC=C(C=C12)NC=1C2=C(N=C(N1)NC1=CC=C(C=C1)N(C(C)=O)C)N(C=C2)S(=O)(=O)C2=CC=C(C)C=C2 (N-(4-(4-(1H-indazol-6-ylamino)-7-tosyl-7H-pyrrolo[2,3-d]pyrimidin-2-ylamino)phenyl)-N-methylacetamide). Yield: 24.8%. Reaction SMILES: Cl[C:2]1[N:3]=[C:4]([NH:21][C:22]2[CH:30]=[C:29]3[C:25]([CH:26]=[N:27][NH:28]3)=[CH:24][CH:23]=2)[C:5]2[CH:10]=[CH:9][N:8]([S:11]([C:14]3[CH:20]=[CH:19][C:17]([CH3:18])=[CH:16][CH:15]=3)(=[O:13])=[O:12])[C:6]=2[N:7]=1.[NH2:31][C:32]1[CH:37]=[CH:36][C:35]([N:38]([CH3:42])[C:39](=[O:41])[CH3:40])=[CH:34][CH:33]=1.C[Si](Cl)(C)C>C(O)CCC>[NH:28]1[C:29]2[C:25](=[CH:24][CH:23]=[C:22]([NH:21][C:4]3[C:5]4[CH:10]=[CH:9][N:8]([S:11]([C:14]5[CH:20]=[CH:19][C:17]([CH3:18])=[CH:16][CH:15]=5)(=[O:13])=[O:12])[C:6]=4[N:7]=[C:2]([NH:31][C:32]4[CH:33]=[CH:34][C:35]([N:38]([CH3:42])[C:39](=[O:41])[CH3:40])=[CH:36][CH:37]=4)[N:3]=3)[CH:30]=2)[CH:26]=[N:27]1. Reported procedure: A mixture of 2-chloro-N-(1H-indazol-6-yl)-7-tosyl-7H-pyrrolo[2,3-d]pyrimidin-4-amine (140 mg, 0.32 mmol), N-(4-aminophenyl)-N-methylacetamide (63 mg, 0.38 mmol) and trimethylsilyl chloride (TMSCl) (0.080 mL, 0.63 mmol) inn-butyl alcohol (4 mL) was heated at 116° C. overnight. More N-(4-aminophenyl)-N-methylacetamide (63 mg, 0.38 mmol) was then added. The mixture was then stirred at 116° C. for an additional 24 h. It was then purified by HPLC to give N-(4-(4-(1H-indazol-6-ylamino)-7-tosyl-7H-pyrr... Reactants: II, C(CCCCCCCCCCC)N (dodecyl amine), CNC (dimethyl amine), C(CCCCCCCCCCC)O (dodecyl alcohol), C=CCCCCCCCCCC (dodecene), C(CCCCCCCCCCC)O (dodecyl alcohol). Reagents/catalysts: said catalyst. Run at time 30 second. The product is C(CCCCCCCCCCC)N(C)C (dodecyl dimethyl amine). Reaction SMILES: [CH3:1][NH:2][CH3:3].[CH2:4](O)[CH2:5][CH2:6][CH2:7][CH2:8][CH2:9][CH2:10][CH2:11][CH2:12][CH2:13][CH2:14][CH3:15].C(N)CCCCCCCCCCC.C=CCCCCCCCCCC>>[CH2:4]([N:2]([CH3:3])[CH3:1])[CH2:5][CH2:6][CH2:7][CH2:8][CH2:9][CH2:10][CH2:11][CH2:12][CH2:13][CH2:14][CH3:15]. Procedure: 50 grams of the said catalyst is charged into a reactor tube, for example as shown and described in O.S. II page 389, and the tube is heated preferably to 360° C. and it is well to condition the tube with a flow of air (as about 500 ml. per minute) for a period of hours. The air flow then is discontinued, and approximately two milli-equivalents of dimethyl amine and 1 milli-equivalent of dodecyl alcohol, per minute, are simultaneously charged into the reactor tube. The outflow is essentially 95%... Reactants: C1(=CC=C(C=C1)S(=O)(=O)Cl)C (p-Toluenesulfonyl chloride), OC1=C2C(OCC2=C(C(=C1C/C=C(/CCC(=O)OC)\C)OC)C)=O (methyl (E) 6-(1,3-dihydro-4-hydroxy-6-methoxy-7-methyl-3-oxoisobenzofuran-5-yl)-4-methyl-4-hexenoate), Cl (hydrochloric acid). The solvent is N1=CC=CC=C1 (pyridine). The product is COC1=C(C(=C2C(OCC2=C1C)=O)OS(=O)(=O)C1=CC=C(C=C1)C)C/C=C(/CCC(=O)OC)\C (methyl (E) 6-(1,3-dihydro-6-methoxy-7-methyl-3-oxo-4-p-toluenesulfonyloxyisobenzofuran-5-yl)-4-methyl-4-hexenoate). As a reaction SMILES: [C:1]1([CH3:11])[CH:6]=[CH:5][C:4]([S:7](Cl)(=[O:9])=[O:8])=[CH:3][CH:2]=1.[OH:12][C:13]1[C:21]([CH2:22]/[CH:23]=[C:24](\[CH3:31])/[CH2:25][CH2:26][C:27]([O:29][CH3:30])=[O:28])=[C:20]([O:32][CH3:33])[C:19]([CH3:34])=[C:18]2[C:14]=1[C:15](=[O:35])[O:16][CH2:17]2.Cl>N1C=CC=CC=1>[CH3:33][O:32][C:20]1[C:19]([CH3:34])=[C:18]2[C:14]([C:15](=[O:35])[O:16][CH2:17]2)=[C:13]([O:12][S:7]([C:4]2[CH:5]=[CH:6][C:1]([CH3:11])=[CH:2][CH:3]=2)(=[O:9])=[O:8])[C:21]=1[CH2:22]/[CH:23]=[C:24](\[CH3:31])/[CH2:25][CH2:26][C:27]([O:29][CH3:30])=[O:28]. Reported procedure: p-Toluenesulfonyl chloride (30 g) was added to a solution of methyl (E) 6-(1,3-dihydro-4-hydroxy-6-methoxy-7-methyl-3-oxoisobenzofuran-5-yl)-4-methyl-4-hexenoate (40 g) in pyridine (200 ml) at 0° C. After 6 hours the solution was poured on to ice and acidified to pH 3 with dilute hydrochloric acid. The solution was extracted with ethyl acetate and the extract was dried and evaporated to afford methyl (E) 6-(1,3-dihydro-6-methoxy-7-methyl-3-oxo-4-p-toluenesulfonyloxyisobenzofuran-5-yl)-4-methyl-4... The reactants are C(CCC)OC1=CC=C(C=C)C=C1 (p-butoxystyrene), C(C=C)(=O)OC(C)(C)C (t-butyl acrylate), glass, C(C)(C)(C)OOC(C(=O)[O-])(CCCC)CC (t-butylperoxy(2-ethylhexanoate)). The solvent is CC(=O)C (acetone). Conditions: temperature 90 celsius. The product is C(CCC)OC1=CC=C(C=C)C=C1.C(C=C)(=O)OC(C)(C)C (p-butoxystyrene t-butyl acrylate). Isolated yield 70.0%. As a reaction SMILES: [CH2:1]([O:5][C:6]1[CH:13]=[CH:12][C:9]([CH:10]=[CH2:11])=[CH:8][CH:7]=1)[CH2:2][CH2:3][CH3:4].[C:14]([O:18][C:19]([CH3:22])([CH3:21])[CH3:20])(=[O:17])[CH:15]=[CH2:16].C(OOC(CC)(CCCC)C([O-])=O)(C)(C)C>CC(C)=O>[CH2:1]([O:5][C:6]1[CH:7]=[CH:8][C:9]([CH:10]=[CH2:11])=[CH:12][CH:13]=1)[CH2:2][CH2:3][CH3:4].[C:14]([O:18][C:19]([CH3:22])([CH3:21])[CH3:20])(=[O:17])[CH:15]=[CH2:16] |f:4.5|. Procedure details: In an autoclave equipped with a 1.5-liter glass polymerization vessel and purged with nitrogen, polymerization reaction was carried out by dissolving 225.0 grams (1.28 mol) of p-butoxystyrene and 25.0 grams (0.20 mol) of t-butyl acrylate in 500 grams of acetone, adding 7.5 grams of t-butylperoxy(2-ethylhexanoate) as a polymerization catalyst, and heating the mixture at 90° C. Thereafter, the catalyst was added in incremental amounts, that is, 5.0 grams after 21/2 hours and 2.5 grams after 41/2 h... Reactants: [H][H] (hydrogen), C(C1=CC=CC=C1)N[C@@H]1CC[C@@H](CC1)C(C(F)(F)F)O (cis-1-benzylamino-4-(1-hydroxy-2,2,2-trifluoroethyl)cyclohexane). The reagents and catalysts are [Pd] (palladium). Run in CO (methanol). The product is OC(C(F)(F)F)[C@H]1CC[C@H](CC1)N (cis-4-(1-hydroxy-2,2,2-trifluoroethyl)cyclohexylamine). As a reaction SMILES: [H][H].C([NH:10][C@H:11]1[CH2:16][CH2:15][C@@H:14]([CH:17]([OH:22])[C:18]([F:21])([F:20])[F:19])[CH2:13][CH2:12]1)C1C=CC=CC=1>CO.[Pd]>[OH:22][CH:17]([C@@H:14]1[CH2:15][CH2:16][C@H:11]([NH2:10])[CH2:12][CH2:13]1)[C:18]([F:19])([F:20])[F:21]. Procedure: At 50° C. and a hydrogen pressure of 30 bar, 33.6 g of cis-1-benzylamino-4-(1-hydroxy-2,2,2-trifluoroethyl)cyclohexane were hydrogenated in the presence of 2 g of palladium (10% on carbon) in 250 ml of methanol. The catalyst was filtered off and the mixture was concentrated to give the title product as a colourless oil. The reactants are CC(N=C=NC(C)C)C (DIC), C(C)OC(C1=C(N=C(C(=C1)N)NC)N1CCC(CC1)C(F)(F)F)=O (6-methylamino-5-amino-2-(4-trifluoromethyl-piperidinyl)-nicotinic acid ethylester), ClC1=C(CNC(C(C)(C)C)=O)C=CC(=C1N=C=S)Cl (N-(2,4-dichloro-3-isothiocyanato-benzyl)-2,2-dimethyl-propionamide). Solvent: CC#N (MeCN), CC#N (MeCN). Reaction conditions: time 8 hour. Yields the product C(C)OC(=O)C=1C=C2C(=NC1N1CCC(CC1)C(F)(F)F)N(C(=N2)NC2=C(C(=CC=C2Cl)CNC(C(C)(C)C)=O)Cl)C (2-{2,6-Dichloro-3-[(2,2-dimethyl-propionylamino)-methyl]-phenylamino}-5-[4-trifluoromethyl-piperidinyl]-3-methyl-3H-imidazo[4,5-b]pyridine-6-carboxylic acid ethyl ester). RXN SMILES: [CH2:1]([O:3][C:4](=[O:24])[C:5]1[CH:10]=[C:9]([NH2:11])[C:8]([NH:12][CH3:13])=[N:7][C:6]=1[N:14]1[CH2:19][CH2:18][CH:17]([C:20]([F:23])([F:22])[F:21])[CH2:16][CH2:15]1)[CH3:2].[Cl:25][C:26]1[C:39]([N:40]=[C:41]=S)=[C:38]([Cl:43])[CH:37]=[CH:36][C:27]=1[CH2:28][NH:29][C:30](=[O:35])[C:31]([CH3:34])([CH3:33])[CH3:32].CC(C)N=C=NC(C)C>CC#N>[CH2:1]([O:3][C:4]([C:5]1[CH:10]=[C:9]2[N:11]=[C:41]([NH:40][C:39]3[C:38]([Cl:43])=[CH:37][CH:36]=[C:27]([CH2:28][NH:29][C:30](=[O:35])[C:31]([CH3:34])([CH3:33])[CH3:32])[C:26]=3[Cl:25])[N:12]([CH3:13])[C:8]2=[N:7][C:6]=1[N:14]1[CH2:19][CH2:18][CH:17]([C:20]([F:23])([F:21])[F:22])[CH2:16][CH2:15]1)=[O:24])[CH3:2]. Reported procedure: A mixture of 6-methylamino-5-amino-2-(4-trifluoromethyl-piperidinyl)-nicotinic acid ethylester (2.80 g, 7.92 mmol), N-(2,4-dichloro-3-isothiocyanato-benzyl)-2,2-dimethyl-propionamide (2.76 g, 8.72 mmol) and MeCN (60 mL) is stirred overnight, concentrated and triturated with MeCN and Et2O. The resulting solid is diluted with 60 mL MeCN and DIC (1.06 mL, 6.8 mmol) is added and it is stirred for 3 h at 60° C. The crude mixture is concentrated, diluted with EtOAc, washed with water, dried with Na2SO... Reactants: CC1=NN(C(=C1)C)C(=O)C1C2=CC=CC=C2OC=2C=CC=CC12 ((3,5-dimethylpyrazol-1-yl)-(9H-xanthen-9-yl)-methanone), COCC1=NN=C(O1)N (5-methoxymethyl-[1,3,4]oxadiazol-2-ylamine). Yields the product COCC1=NN=C(O1)NC(=O)C1C2=CC=CC=C2OC=2C=CC=CC12 (9H-Xanthene-9-carboxylic acid (5-methoxymethyl-[1,3,4]oxadiazol-2-yl)-amide). Reaction SMILES: CC1C=C(C)N([C:8]([CH:10]2[C:23]3[CH:22]=[CH:21][CH:20]=[CH:19][C:18]=3[O:17][C:16]3[C:11]2=[CH:12][CH:13]=[CH:14][CH:15]=3)=[O:9])N=1.[CH3:24][O:25][CH2:26][C:27]1[O:31][C:30]([NH2:32])=[N:29][N:28]=1>>[CH3:24][O:25][CH2:26][C:27]1[O:31][C:30]([NH:32][C:8]([CH:10]2[C:11]3[CH:12]=[CH:13][CH:14]=[CH:15][C:16]=3[O:17][C:18]3[C:23]2=[CH:22][CH:21]=[CH:20][CH:19]=3)=[O:9])=[N:29][N:28]=1. Reported procedure: The title compound, white solid, m.p. 233-234° C. and MS: m/e=337.1 (M+H+) was prepared in accordance with the general method of example 48a from (3,5-dimethylpyrazol-1-yl)-(9H-xanthen-9-yl)-methanone and 5-methoxymethyl-[1,3,4]oxadiazol-2-ylamine.